From a dataset of the Open Reaction Database (ORD), a public repository of structured organic reaction records. describe an organic reaction: reactants, conditions, products, and yield Reactants: COC(=O)c1cc(-c2ccnn2C)c(OC)s1, Cl, [Na+], C1CCOC1, [OH-]. Product: COc1sc(C(=O)O)cc1-c1ccnn1C. As a reaction SMILES: [CH3:1][O:2][c:3]1[c:4](-[c:12]2[cH:13][cH:14][n:15][n:16]2[CH3:17])[cH:5][c:6]([C:8](=[O:9])[O:10][CH3:11])[s:7]1.[ClH:20].[Na+:19].[O:21]1[CH2:22][CH2:23][CH2:24][CH2:25]1.[OH-:18]>>[CH3:1][O:2][c:3]1[c:4](-[c:12]2[cH:13][cH:14][n:15][n:16]2[CH3:17])[cH:5][c:6]([C:8](=[O:9])[OH:10])[s:7]1. The reactants are O=C([O-])[O-], CC(C)(C)OC(=O)NN, [Cs+], [Cs+], I[Cu]I, N#Cc1ccc(I)cc1, CN(C)C=O, c1cnc2c(c1)ccc1cccnc12. Product: CC(C)(C)OC(=O)N(N)c1ccc(C#N)cc1. Reaction SMILES: [C:15](=[O:16])([O-:17])[O-:18].[C:30]([CH3:31])([CH3:32])([CH3:33])[O:34][C:35](=[O:36])[NH:37][NH2:38].[Cs+:19].[Cs+:20].[Cu:39]([I:40])[I:41].[I:21][c:22]1[cH:23][cH:24][c:25]([C:26]#[N:27])[cH:28][cH:29]1.[O:42]=[CH:43][N:44]([CH3:45])[CH3:46].[cH:1]1[cH:2][c:3]2[cH:4][cH:5][c:6]3[c:7]([c:8]2[n:9][cH:10]1)[n:11][cH:12][cH:13][cH:14]3>>[c:22]1([N:37]([C:35]([O:34][C:30]([CH3:31])([CH3:32])[CH3:33])=[O:36])[NH2:38])[cH:23][cH:24][c:25]([C:26]#[N:27])[cH:28][cH:29]1. The reactants are N[C@@H](CO)C1=CC=C(C=C1)OC ((2R)-2-amino-2-(4-methoxyphenyl)-1-ethanol), C(C)(C)(C)N=C=S (tert-butyl isothiocyanate). The solvent is C(C)O (ethanol), O (water). Product: C(C)(C)(C)NC(=S)N[C@@H](CO)C1=CC=C(C=C1)OC (N-(tert-butyl)-N′-[(1R)-1-(4-methoxyphenyl)2-hydroxyethyl]-thiourea). RXN SMILES: [NH2:1][C@H:2]([C:5]1[CH:10]=[CH:9][C:8]([O:11][CH3:12])=[CH:7][CH:6]=1)[CH2:3][OH:4].[C:13]([N:17]=[C:18]=[S:19])([CH3:16])([CH3:15])[CH3:14]>C(O)C.O>[C:13]([NH:17][C:18]([NH:1][C@H:2]([C:5]1[CH:10]=[CH:9][C:8]([O:11][CH3:12])=[CH:7][CH:6]=1)[CH2:3][OH:4])=[S:19])([CH3:16])([CH3:15])[CH3:14]. Procedure details: The process is performed under the conditions of Example 1, starting with 5.78 g of (2R)-2-amino-2-(4-methoxyphenyl)-1-ethanol and 6.48 cm3 of tert-butyl isothiocyanate in 73 cm3 of ethanol for 17 h 30 minutes at a temperature in the region of 20° C. The reaction mass is evaporated under reduced pressure (5 kPa) at a temperature in the region of 40° C. and the solid residue obtained is then ground in 45 cm3 of water, filtered and washed with twice 20 cm3 of water and twice 25 cm3 of diethyl ethe... Reactants: CNC1C2=CC=CC=C2OC=2C=CC=CC12 (9-methylaminoxanthen), [Si](N=C=O)(N=C=O)(N=C=O)N=C=O (silicon tetraisocyanate). Solvent: C1=CC=CC=C1 (benzene), C1=CC=CC=C1 (benzene). The product is CN(C(=O)N)C1C2=CC=CC=C2OC=2C=CC=CC12 (N-methyl-N-9-xanthenylurea). As a reaction SMILES: [CH3:1][NH:2][CH:3]1[C:16]2[CH:15]=[CH:14][CH:13]=[CH:12][C:11]=2[O:10][C:9]2[C:4]1=[CH:5][CH:6]=[CH:7][CH:8]=2.[Si](N=C=O)(N=C=O)(N=C=O)[N:18]=[C:19]=[O:20]>C1C=CC=CC=1>[CH3:1][N:2]([CH:3]1[C:4]2[CH:5]=[CH:6][CH:7]=[CH:8][C:9]=2[O:10][C:11]2[C:16]1=[CH:15][CH:14]=[CH:13][CH:12]=2)[C:19]([NH2:18])=[O:20]. Reported procedure: A solution of 9-methylaminoxanthen (5 g.) in dry benzene (10 ml.) was added slowly to a stirred solution of silicon tetraisocyanate (1.16 g.) in benzene (10 ml.). The resulting solution was refluxed for 45 minutes and then evaporated to dryness in vacuo. The residue was refluxed for 30 minutes with 90% isopropanol (20ml.), filtered and the filtrate evaporated to dryness. The residue was washed with cold acetone and recrystallised from ethanol to give N-methyl-N-9-xanthenylurea, m.p. 199°-202°C. The reactants are COC(=O)CCNC=1C=C(C=CC1)C1=CC(=CC(=C1OC)OC)CC=1C(=NC(=NC1)N)N (5-(3'-(2-methoxycarbonylethyl-amino)-5,6-dimethoxy-biphenyl-3-ylmethyl)-pyrimidine-2,4-diamine), solution, [OH-].[K+] (potassium hydroxide). Run in CO (methanol). Conditions: time 10 hour. The product is C(=O)(O)CCNC=1C=C(C=CC1)C1=CC(=CC(=C1OC)OC)CC=1C(=NC(=NC1)N)N (5-(3'-(2-carboxyethyl-amino)-5,6-dimethoxy-biphenyl-3-ylmethyl)-pyrimidine-2,4-diamine). The yield is 29.1%. RXN SMILES: C[O:2][C:3]([CH2:5][CH2:6][NH:7][C:8]1[CH:9]=[C:10]([C:14]2[C:19]([O:20][CH3:21])=[C:18]([O:22][CH3:23])[CH:17]=[C:16]([CH2:24][C:25]3[C:26]([NH2:32])=[N:27][C:28]([NH2:31])=[N:29][CH:30]=3)[CH:15]=2)[CH:11]=[CH:12][CH:13]=1)=[O:4].[OH-].[K+]>CO>[C:3]([CH2:5][CH2:6][NH:7][C:8]1[CH:9]=[C:10]([C:14]2[C:19]([O:20][CH3:21])=[C:18]([O:22][CH3:23])[CH:17]=[C:16]([CH2:24][C:25]3[C:26]([NH2:32])=[N:27][C:28]([NH2:31])=[N:29][CH:30]=3)[CH:15]=2)[CH:11]=[CH:12][CH:13]=1)([OH:4])=[O:2] |f:1.2|. Procedure: 640 mg of 5-(3'-(2-methoxycarbonylethyl-amino)-5,6-dimethoxy-biphenyl-3-ylmethyl)-pyrimidine-2,4-diamine (Example 4n)) are treated with 8 ml of a 1M solution of potassium hydroxide in methanol and stirred at room temperature for 10 hrs. Insoluble material is filtered off from the mixture and the filtrate is concentrated. The residue is chromatographed on MCl-Gel CHP20P (Mitsubishi Corporation) with water/acetonitrile 3:1. 180 mg (26%) of 5-(3'-(2-carboxyethyl-amino)-5,6-dimethoxy-biphenyl-3-ylme... Starting materials: CC1(C)OB(c2cccc3[nH]ncc23)OC1(C)C, CSc1ccc(C(O)c2cc3nc(Cl)nc(N4CCOCC4)c3s2)cc1. Yields the product CSc1ccc(C(O)c2cc3nc(-c4cccc5[nH]ncc45)nc(N4CCOCC4)c3s2)cc1. As a reaction SMILES: [CH3:27][C:28]1([CH3:29])[C:30]([CH3:31])([CH3:32])[O:33][B:34]([c:35]2[c:36]3[cH:37][n:38][nH:39][c:40]3[cH:41][cH:42][cH:43]2)[O:44]1.[Cl:1][c:2]1[n:3][c:4]([N:21]2[CH2:22][CH2:23][O:24][CH2:25][CH2:26]2)[c:5]2[c:6]([n:7]1)[cH:8][c:9]([CH:11]([OH:12])[c:13]1[cH:14][cH:15][c:16]([S:19][CH3:20])[cH:17][cH:18]1)[s:10]2>>[c:2]1(-[c:35]2[c:36]3[cH:37][n:38][nH:39][c:40]3[cH:41][cH:42][cH:43]2)[n:3][c:4]([N:21]2[CH2:22][CH2:23][O:24][CH2:25][CH2:26]2)[c:5]2[c:6]([n:7]1)[cH:8][c:9]([CH:11]([OH:12])[c:13]1[cH:14][cH:15][c:16]([S:19][CH3:20])[cH:17][cH:18]1)[s:10]2. The reactants are COC(C1=CN=CC(=C1)C#C[Si](C)(C)C)=O (5-(2-trimethylsilylethinyl)-nicotinic acid methyl ester), solution, [F-].C(CCC)[N+](CCCC)(CCCC)CCCC (tetrabutylammonium fluoride). Solvent: O1CCCC1 (tetrahydrofuran). Product: COC(C1=CN=CC(=C1)C#C)=O (5-ethinylnicotinic acid methyl ester). Yield: 61.2%. RXN SMILES: [CH3:1][O:2][C:3](=[O:16])[C:4]1[CH:9]=[C:8]([C:10]#[C:11][Si](C)(C)C)[CH:7]=[N:6][CH:5]=1.[F-].C([N+](CCCC)(CCCC)CCCC)CCC>O1CCCC1>[CH3:1][O:2][C:3](=[O:16])[C:4]1[CH:9]=[C:8]([C:10]#[CH:11])[CH:7]=[N:6][CH:5]=1 |f:1.2|. Procedure details: Under the conditions of example 21 C, 464 mg of 5-(2-trimethylsilylethinyl)-nicotinic acid methyl ester is reacted with 2 ml of a 1-molar solution of tetrabutylammonium fluoride in tetrahydrofuran, worked up, and the residue is chromatographed on silica gel with hexane/0-7% ethyl acetate. 196 mg of 5-ethinylnicotinic acid methyl ester is obtained as oily crude product. The reactants are O1[C@H](CCC1)C(=O)N1CCNCC1 (1-[(R)-tetrahydro-2-furoyl]piperazine), C(Cl)[C@@H]1CO1 ((S)-epichlorohydrin). Solvent: ClCCl (dichloromethane), C(C)O (ethanol). Run at time 8 hour. Yields the product ClC[C@H](CN1CCN(CC1)C(=O)[C@@H]1OCCC1)O ((S)-1-chloro-3-(4-[(R)-tetrahydro-2-furoyl]-1-piperazinyl)-2-propanol). As a reaction SMILES: [O:1]1[CH2:5][CH2:4][CH2:3][C@@H:2]1[C:6]([N:8]1[CH2:13][CH2:12][NH:11][CH2:10][CH2:9]1)=[O:7].[CH2:14]([C@H:16]1[O:18][CH2:17]1)[Cl:15]>C(O)C.ClCCl>[Cl:15][CH2:14][C@@H:16]([OH:18])[CH2:17][N:11]1[CH2:10][CH2:9][N:8]([C:6]([C@H:2]2[CH2:3][CH2:4][CH2:5][O:1]2)=[O:7])[CH2:13][CH2:12]1. Procedure: To a solution of 1-[(R)-tetrahydro-2-furoyl]piperazine (1.89 g, 10.26 mmol) in ethanol (25 mL) was added (S)-epichlorohydrin (1.09 g, 11.8 mmol). The mixture was stirred at room temperature overnight, then concentrated in vacuo, yielding a pale yellow oil. The oil was dissolved in dichloromethane (100 mL), and washed with 1M H3PO4, dried and evaporated, to provide the title intermediate.